Dataset: the Open Reaction Database (ORD), a public repository of structured organic reaction records. Task: describe an organic reaction: reactants, conditions, products, and yield Reactants: Cc1cc(C2(O)C(=O)N(Cc3ccccc3)c3ccccc32)cc(C)c1O[Si](C)(C)C(C)(C)C, C1CCOC1, CCOC(C)=O. The product is Cc1cc(C2(O)C(=O)N(Cc3ccccc3)c3ccccc32)cc(C)c1O. Reaction SMILES: [CH2:1]([c:2]1[cH:3][cH:4][cH:5][cH:6][cH:7]1)[N:8]1[C:9](=[O:34])[C:10]([OH:17])([c:18]2[cH:19][c:20]([CH3:33])[c:21]([O:25][Si:26]([C:27]([CH3:28])([CH3:29])[CH3:30])([CH3:31])[CH3:32])[c:22]([CH3:24])[cH:23]2)[c:11]2[cH:12][cH:13][cH:14][cH:15][c:16]21.[CH2:41]1[O:42][CH2:43][CH2:44][CH2:45]1.[CH3:35][CH2:36][O:37][C:38](=[O:39])[CH3:40]>>[CH2:1]([c:2]1[cH:3][cH:4][cH:5][cH:6][cH:7]1)[N:8]1[C:9](=[O:34])[C:10]([OH:17])([c:18]2[cH:19][c:20]([CH3:33])[c:21]([OH:25])[c:22]([CH3:24])[cH:23]2)[c:11]2[cH:12][cH:13][cH:14][cH:15][c:16]21. Reactants: FC1=C(C(=C(C=C1F)F)F)NC1=CC=C(C=C1)CC (N-(2′,3′,5′,6′-tetrafluorophenyl)-4-ethylanilin), ClCC(=O)Cl (chloro acetylchloride), O1CCCC1 (Tetrahydrofurane), C([O-])(O)=O.[Na+] (sodium bicarbonate). Solvent: C1(=CC=CC=C1)C (toluene). Run at temperature 90 celsius, time 20 hour. Yields the product FC1=C(C(=C(C=C1F)F)F)N(C1=CC=C(C=C1)CC)C(CCl)=O (N-(2′,3′,5′,6′-tetrafluorophenyl)-N-chloroacetyl-4-ethylaniline). Yield: 69.9%. As a reaction SMILES: [F:1][C:2]1[C:7]([F:8])=[CH:6][C:5]([F:9])=[C:4]([F:10])[C:3]=1[NH:11][C:12]1[CH:17]=[CH:16][C:15]([CH2:18][CH3:19])=[CH:14][CH:13]=1.[Cl:20][CH2:21][C:22](Cl)=[O:23].O1CCCC1.C(=O)(O)[O-].[Na+]>C1(C)C=CC=CC=1>[F:1][C:2]1[C:7]([F:8])=[CH:6][C:5]([F:9])=[C:4]([F:10])[C:3]=1[N:11]([C:22](=[O:23])[CH2:21][Cl:20])[C:12]1[CH:17]=[CH:16][C:15]([CH2:18][CH3:19])=[CH:14][CH:13]=1 |f:3.4|. Procedure details: N-(2′,3′,5′,6′-tetrafluorophenyl)-4-ethylanilin (2.05 g) and chloro acetylchloride (1.99 g) is mixed without solvent and heated with stirring to 90° C. under nitrogen for 20 h. Tetrahydrofurane (10 ml) and aqueous sodium bicarbonate are added after cooling and stirring is continued for about 1 hour. The organic phase is diluted with toluene and washed with water three times and dried over magnesium sulfate. Evaporation and chromatography of the residue (silica, toluene) gave N-(2′,3′,5′,6′-tetra... Reactants: C(C1=CC=CC=C1)OC=1C=C(C=O)C=CC1OC (3-benzyloxy-4-methoxybenzaldehyde), O (Water), [Li]CCCC (n-BuLi), C(C1=CC=CC=C1)OC1=C(C=CC(=C1)Br)OC (2-benzyloxy-4-bromo-1-methoxybenzene). Run in C1CCOC1 (THF), C1CCOC1 (THF). Conditions: time 1 hour. The product is C(C1=CC=CC=C1)OC=1C=C(C=CC1OC)C(O)C1=CC(=C(C=C1)OC)OCC1=CC=CC=C1 (Bis-(3-benzyloxy-4-methoxyphenyl)methanol). The yield is 51.7%. RXN SMILES: [Li]CCCC.[CH2:6]([O:13][C:14]1[CH:19]=[C:18](Br)[CH:17]=[CH:16][C:15]=1[O:21][CH3:22])[C:7]1[CH:12]=[CH:11][CH:10]=[CH:9][CH:8]=1.[CH2:23]([O:30][C:31]1[CH:32]=[C:33]([CH:36]=[CH:37][C:38]=1[O:39][CH3:40])[CH:34]=[O:35])[C:24]1[CH:29]=[CH:28][CH:27]=[CH:26][CH:25]=1.O>C1COCC1>[CH2:6]([O:13][C:14]1[CH:19]=[C:18]([CH:34]([C:33]2[CH:36]=[CH:37][C:38]([O:39][CH3:40])=[C:31]([O:30][CH2:23][C:24]3[CH:29]=[CH:28][CH:27]=[CH:26][CH:25]=3)[CH:32]=2)[OH:35])[CH:17]=[CH:16][C:15]=1[O:21][CH3:22])[C:7]1[CH:12]=[CH:11][CH:10]=[CH:9][CH:8]=1. Reported procedure: n-BuLi (1.6 M, 5.2 mL) was added to a solution of 2-benzyloxy-4-bromo-1-methoxybenzene (2.10 g, 7.2 mmol) in THF (28 mL) at −78° C. and the resulting yellow solution was stirred at this temperature for 1 h. A solution of 3-benzyloxy-4-methoxybenzaldehyde (1.74 g, 7.2 mmol) in THF (16 mL) was added dropwise at −78° C. and the reaction mixture was stirred at this temperature for 1.5 h and then at room temperature for 2 h. Water (100 mL) was added to the yellow solution and the resulting mixture wa...